From a dataset of the Open Reaction Database (ORD), a public repository of structured organic reaction records. describe an organic reaction: reactants, conditions, products, and yield The reactants are CCI, COC(=O)c1cc(-c2ccc(OC)cc2)n[nH]c1=O. Yields the product CCn1nc(-c2ccc(OC)cc2)cc(C(=O)OC)c1=O. Reaction SMILES: [CH2:20]([CH3:21])[I:22].[CH3:1][O:2][C:3](=[O:4])[c:5]1[c:6](=[O:19])[nH:7][n:8][c:9](-[c:11]2[cH:12][cH:13][c:14]([O:17][CH3:18])[cH:15][cH:16]2)[cH:10]1>>[CH3:1][O:2][C:3](=[O:4])[c:5]1[c:6](=[O:19])[n:7]([CH2:20][CH3:21])[n:8][c:9](-[c:11]2[cH:12][cH:13][c:14]([O:17][CH3:18])[cH:15][cH:16]2)[cH:10]1. The reactants are COC(C1=CC(=CC=C1)CBr)=O (Methyl-3-bromomethylbenzoate), [N-]=[N+]=[N-].[Na+] (sodium azide), tetra n-butylbromide, C1=CC=CC=C1 (benzene), COP(OC)OC (trimethylphosphite), ClCCl (dichloromethane). Solvent: CO.ClCCl (methanol dichloromethane), CO (methanol). Conditions: time 8 hour. The product is Cl.COC(C1=CC(=CC=C1)CN)=O (methyl-3-aminomethylbenzoate hydrochloride). The yield is 83.0%. As a reaction SMILES: [CH3:1][O:2][C:3](=[O:12])[C:4]1[CH:9]=[CH:8][CH:7]=[C:6]([CH2:10]Br)[CH:5]=1.[N-:13]=[N+]=[N-].[Na+].C1C=CC=CC=1.COP(OC)OC.[Cl:30]CCl>CO.CO.ClCCl>[ClH:30].[CH3:1][O:2][C:3](=[O:12])[C:4]1[CH:9]=[CH:8][CH:7]=[C:6]([CH2:10][NH2:13])[CH:5]=1 |f:1.2,7.8,9.10|. Reported procedure: Methyl-3-bromomethylbenzoate (5.72 g, 0.025 mol, Ryan Chemicals (Maybridge)), sodium azide (3.25 g, 0.05 mol), and tetra n-butylbromide (0.4 g, 0.00125 mol) were added to 100 mL dry benzene in a 250-mL round-bottom flask equipped with a condenser and calcium chloride drying tube in an atmosphere of argon. The mixture was then heated at reflux for 24 h and monitored by TLC (Bakerflex) using dichloromethane, 2% methanol, and 5% methanol/dichloromethane as solvents. The mixture was cooled, the inor... Reactants: [H-].[Al+3].[Li+].[H-].[H-].[H-] (Lithium aluminum hydride), C1(=CC=CC=C1)COC1=CC=CC=2C(NCCOC21)=O (9-[(phenylmethyl)oxy]-3,4-dihydro-1,4-benzoxazepin-5(2H)-one). Solvent: C1CCOC1 (THF), C1CCOC1 (THF). Reaction conditions: temperature 60 celsius. The product is C1(=CC=CC=C1)COC1=CC=CC=2CNCCOC21 (9-[(Phenylmethyl)oxy]-2,3,4,5-tetrahydro-1,4-benzoxazepine). Yield: 99.8%. As a reaction SMILES: [H-].[Al+3].[Li+].[H-].[H-].[H-].[C:7]1([CH2:13][O:14][C:15]2[C:25]3[O:24][CH2:23][CH2:22][NH:21][C:20](=O)[C:19]=3[CH:18]=[CH:17][CH:16]=2)[CH:12]=[CH:11][CH:10]=[CH:9][CH:8]=1>C1COCC1>[C:7]1([CH2:13][O:14][C:15]2[C:25]3[O:24][CH2:23][CH2:22][NH:21][CH2:20][C:19]=3[CH:18]=[CH:17][CH:16]=2)[CH:12]=[CH:11][CH:10]=[CH:9][CH:8]=1 |f:0.1.2.3.4.5|. Reported procedure: 1M Lithium aluminum hydride (60 ml, 60.0 mmol) in THF was added to a stirred solution of 9-[(phenylmethyl)oxy]-3,4-dihydro-1,4-benzoxazepin-5(2H)-one (Preparation 59) (7.4 g, 27.5 mmol) in THF (150 ml) under argon and heated at 60° C. for 2 hours then cooled and quenched by careful addition of 100 ml of 2M sodium hydroxide with ice bath cooling and the resulting suspension filtered, the solids washed with water and EtOAc and the organic dried (magnesium sulphate) and evaporated to give 7.01 g of... Reactants: CC1=NC(=C(C(N1C1=CC=CC=C1)=O)C)C (2,5,6-Trimethyl-3-phenylpyrimidin-4(3H)-one), O=CC1=C(O)C(OC)=CC=C1 (O-vanillin). Run in CC(=O)O (AcOH). Reaction conditions: temperature 150 celsius. The product is OC1=C(C=CC=C1OC)C=CC1=NC(=C(C(N1C1=CC=CC=C1)=O)C)C (2-[2-(2-Hydroxy-3-methoxy-phenyl)-vinyl]-5,6-dimethyl-3-phenyl-3H-pyrimidin-4-one). Isolated yield 58.0%. Reaction SMILES: [CH3:1][C:2]1[N:7]([C:8]2[CH:13]=[CH:12][CH:11]=[CH:10][CH:9]=2)[C:6](=[O:14])[C:5]([CH3:15])=[C:4]([CH3:16])[N:3]=1.O=[CH:18][C:19]1[CH:27]=[CH:26][CH:25]=[C:22]([O:23][CH3:24])[C:20]=1[OH:21]>CC(O)=O>[OH:21][C:20]1[C:22]([O:23][CH3:24])=[CH:25][CH:26]=[CH:27][C:19]=1[CH:18]=[CH:1][C:2]1[N:7]([C:8]2[CH:9]=[CH:10][CH:11]=[CH:12][CH:13]=2)[C:6](=[O:14])[C:5]([CH3:15])=[C:4]([CH3:16])[N:3]=1. Reported procedure: A mixture of 2,5,6-trimethyl-3-phenylpyrimidin-4(3H)-one (4) (403 mg, 1.88 mmol) and O-vanillin (286 mg, 1.88 mmol) in AcOH (4 mL) was heated at 150° C. for 2 h in a microwave oven. Acetic acid was evaporated under reduced pressure, and the product was purified by column chromatography (EtOAc/hexanes 1:1) to afford 5 as a yellow solid (380 mg, 58%); MS m/z: 349 [M+H]+.